This data is from the Open Reaction Database (ORD), a public repository of structured organic reaction records. The task is: describe an organic reaction: reactants, conditions, products, and yield Procedure details: Carbon disulfide (100 μl, 1.58 mmol) is added dropwise to a room temperature solution of 2-[(2,6-dichloro-3-methylphenyl)amino]benzene carboximidic acid hydrazide (183.4 mg, 0.595 mmol) in 5 ml of methanol. The solution is stirred under a nitrogen atmosphere at room temperature for two hours and then concentrated. The residue is purified by chromatography eluting with ethyl acetate:hexane (1:4) to give 107.0 mg (49%) of a yellow solid, mp 250°-252° C. with decomposition. Conditions: time 2 hour. Product: ClC1=C(C(=CC=C1C)Cl)NC1=C(C=CC=C1)C1=NNC(S1)=S (5-[2-[(2,6-Dichloro-3-methylphenyl)amino]phenyl]-1,3,4-thiadiazol-2(3H)-thione). The solvent is CO (methanol). Reaction SMILES: [C:1](=[S:3])=[S:2].[Cl:4][C:5]1[C:10]([CH3:11])=[CH:9][CH:8]=[C:7]([Cl:12])[C:6]=1[NH:13][C:14]1[CH:19]=[CH:18][CH:17]=[CH:16][C:15]=1[C:20]([NH:22][NH2:23])=N>CO>[Cl:4][C:5]1[C:10]([CH3:11])=[CH:9][CH:8]=[C:7]([Cl:12])[C:6]=1[NH:13][C:14]1[CH:19]=[CH:18][CH:17]=[CH:16][C:15]=1[C:20]1[S:2][C:1](=[S:3])[NH:23][N:22]=1. Yield: 48.8%. Reactants: C(=S)=S (Carbon disulfide), ClC1=C(C(=CC=C1C)Cl)NC1=C(C=CC=C1)C(=N)NN (2-[(2,6-dichloro-3-methylphenyl)amino]benzene carboximidic acid hydrazide). Reactants: CCCNc1nc(=O)n(C2CC(N=[N+]=[N-])C(COC(C)=O)O2)cc1C, N. Product: CCCNc1nc(=O)n(C2CC(N=[N+]=[N-])C(CO)O2)cc1C. RXN SMILES: [C:1](=[O:2])([CH3:3])[O:4][CH2:5][CH:6]1[CH:7]([N:23]=[N+:24]=[N-:25])[CH2:8][CH:9]([n:11]2[c:12](=[O:22])[n:13][c:14]([NH:18][CH2:19][CH2:20][CH3:21])[c:15]([CH3:17])[cH:16]2)[O:10]1.[NH3:26]>>[OH:4][CH2:5][CH:6]1[CH:7]([N:23]=[N+:24]=[N-:25])[CH2:8][CH:9]([n:11]2[c:12](=[O:22])[n:13][c:14]([NH:18][CH2:19][CH2:20][CH3:21])[c:15]([CH3:17])[cH:16]2)[O:10]1. The reactants are [OH-].[Na+] (sodium hydroxide), ClC=1C=C(C(=O)OO)C=CC1 (3-chloroperoxybenzoic acid), C1=CC(=CC(=C1)Cl)C(=O)OO (mCPBA), C(C)(=O)N1CCC(CC1)=C1C2=C(CCC=3C1=NC=C(C3)C(C)(C)C)C=C(C=C2)Cl (1-acetyl-4-(8-chloro-5,6-dihydro-3-(1,1-dimethylethyl)-11H-benzo[5,6]cyclohepta[1,2-b]pyridin-11-ylidene)-piperidine). The solvent is C(Cl)Cl (methylene chloride). Run at time 3 hour. Yields the product C(C)(=O)[N+]1(CCC(CC1)=C1C2=C(CCC=3C1=NC=C(C3)C(C)(C)C)C=C(C=C2)Cl)[O-] (1-ACETYL-4-(8-CHLORO-5,6-DIHYDRO-3-(1,1-DIMETHYLETHYL)-11H-BENZO[5,6]CYCLOHEPTA[1,2-b]PYRIDIN-11-YLIDENE)-PIPERIDINE N-OXIDE). The yield is 41.7%. RXN SMILES: [C:1]([N:4]1[CH2:9][CH2:8][C:7](=[C:10]2[C:16]3=[N:17][CH:18]=[C:19]([C:21]([CH3:24])([CH3:23])[CH3:22])[CH:20]=[C:15]3[CH2:14][CH2:13][C:12]3[CH:25]=[C:26]([Cl:29])[CH:27]=[CH:28][C:11]2=3)[CH2:6][CH2:5]1)(=[O:3])[CH3:2].ClC1C=C(C=CC=1)C(OO)=[O:35].[OH-].[Na+]>C(Cl)Cl>[C:1]([N+:4]1([O-:35])[CH2:9][CH2:8][C:7](=[C:10]2[C:16]3=[N:17][CH:18]=[C:19]([C:21]([CH3:24])([CH3:23])[CH3:22])[CH:20]=[C:15]3[CH2:14][CH2:13][C:12]3[CH:25]=[C:26]([Cl:29])[CH:27]=[CH:28][C:11]2=3)[CH2:6][CH2:5]1)(=[O:3])[CH3:2] |f:2.3|. Reported procedure: To a mixture of 450 mg of 1-acetyl-4-(8-chloro-5,6-dihydro-3-(1,1-dimethylethyl)-11H-benzo[5,6]cyclohepta[1,2-b]pyridin-11-ylidene)-piperidine in 30 ml of dry methylene chloride at -10° C. and under a nitrogen atmosphere was added 260 mg of 3-chloroperoxybenzoic acid in four portions ten minutes apart (mCPBA). The reaction mixture was kept at -10° C. for 3 hours and then slowly warmed to room temperature. The next day the mixture was poured into 1.0 N aqueous sodium hydroxide and extracted 3 tim... Starting materials: CCO, O=[N+]([O-])c1cc(F)ccc1O, [O-][I+2]([O-])[O-], [I-], [K+], [K+], [Na+], [Na+], [Na+], [OH-], O, O=S(=O)(O)O, O=S([O-])[O-]. The product is O=[N+]([O-])c1cc(F)cc(I)c1O. As a reaction SMILES: [CH3:33][CH2:34][OH:35].[F:1][c:2]1[cH:3][c:4]([N+:9](=[O:10])[O-:11])[c:5]([OH:8])[cH:6][cH:7]1.[I+2:16]([O-:17])([O-:18])[O-:19].[I-:15].[K+:14].[K+:20].[Na+:13].[Na+:30].[Na+:31].[OH-:12].[OH2:32].[S:21](=[O:22])(=[O:23])([OH:24])[OH:25].[S:26]([O-:27])([O-:28])=[O:29]>>[F:1][c:2]1[cH:3][c:4]([N+:9](=[O:10])[O-:11])[c:5]([OH:8])[c:6]([I:16])[cH:7]1. Reactants: [Mg] (Magnesium), BrCCBr (1,2-dibromoethane), ClCC(CCCC(CCCC)C)C (1-chloro-2,6-dimethyldecane), BrCCCCC (1-Bromopentane), II (iodine), solution. Run in O1CCCC1 (tetrahydrofurane), [Li+].[Li+].[Cl-].[Cl-].[Cl-].[Cl-].[Cu+2] (dilithium tetrachlorocuprate), O1CCCC1 (tetrahydrofuran), O1CCCC1 (tetrahydrofuran), O1CCCC1 (tetrahydrofuran). Conditions: temperature -20 celsius. Product: CC(CCCC)CCCC(CCCCCC)C (5,9-dimethylpentadecane). The yield is 64.8%. As a reaction SMILES: [Mg].II.Cl[CH2:5][CH:6]([CH3:16])[CH2:7][CH2:8][CH2:9][CH:10]([CH3:15])[CH2:11][CH2:12][CH2:13][CH3:14].Br[CH2:18][CH2:19]Br.Br[CH2:22][CH2:23][CH2:24]CC>O1CCCC1.[Li+].[Li+].[Cl-].[Cl-].[Cl-].[Cl-].[Cu+2]>[CH3:16][CH:6]([CH2:7][CH2:8][CH2:9][CH:10]([CH3:15])[CH2:11][CH2:12][CH2:13][CH2:14][CH2:18][CH3:19])[CH2:5][CH2:22][CH2:23][CH3:24] |f:6.7.8.9.10.11.12|. Procedure details: Magnesium (0.54 g, 22.2 mmol) is etched with iodine and 0.5 ml of a solution of 93% 1-chloro-2,6-dimethyldecane (4.5 g, 20.7 mmol) in tetrahydrofuran (4 ml) is added at 60° C. After the reaction has been started by addition of a drop of 1,2-dibromoethane the rest of the solution is added dropwise. The mixture is diluted with tetrahydrofuran (4 ml) and stirred under reflux for 2.5 h, then cooled to -20° C. 1-Bromopentane (3.8 g, 25 mmol) in tetrahydrofurane (4 ml) and 0.5M dilithium tetrachlorocu... Reactants: COc1ccc(C(=O)Nc2cnccc2NC(=O)c2ccc(OC)cc2OCCCN)cc1, O=C(O)c1ccsc1. Product: COc1ccc(C(=O)Nc2cnccc2NC(=O)c2ccc(OC)cc2OCCCNC(=O)c2ccsc2)cc1. As a reaction SMILES: [CH3:1][O:2][c:3]1[cH:4][cH:5][c:6]([C:7](=[O:8])[NH:9][c:10]2[cH:11][n:12][cH:13][cH:14][c:15]2[NH:16][C:17]([c:18]2[c:19]([O:26][CH2:27][CH2:28][CH2:29][NH2:30])[cH:20][c:21]([O:24][CH3:25])[cH:22][cH:23]2)=[O:31])[cH:32][cH:33]1.[s:34]1[cH:35][c:36]([C:39](=[O:40])[OH:41])[cH:37][cH:38]1>>[CH3:1][O:2][c:3]1[cH:4][cH:5][c:6]([C:7](=[O:8])[NH:9][c:10]2[cH:11][n:12][cH:13][cH:14][c:15]2[NH:16][C:17]([c:18]2[c:19]([O:26][CH2:27][CH2:28][CH2:29][NH:30][C:39]([c:36]3[cH:35][s:34][cH:38][cH:37]3)=[O:40])[cH:20][c:21]([O:24][CH3:25])[cH:22][cH:23]2)=[O:31])[cH:32][cH:33]1. The reactants are C(C)OC(=O)C1NC(C(C1)C)=O (2-ethoxycarbonyl-4-methyl-5-oxopyrrolidine), Cl (hydrochloric acid). The solvent is [OH-].[Na+] (sodium hydroxide). Conditions: time 8 hour. Yields the product CC1C[C@H](NC1=O)C(=O)O (4-methylpyroglutamic acid). Reaction SMILES: C([O:3][C:4]([CH:6]1[CH2:10][CH:9]([CH3:11])[C:8](=[O:12])[NH:7]1)=[O:5])C.Cl>[OH-].[Na+]>[CH3:11][CH:9]1[C:8](=[O:12])[NH:7][C@H:6]([C:4]([OH:5])=[O:3])[CH2:10]1 |f:2.3|. Reported procedure: The crystals (2.0 g) of 2-ethoxycarbonyl-4-methyl-5-oxopyrrolidine in the above-mentioned stage B were dissolved in a 2N sodium hydroxide solution (6 ml), and the solution was stirred at room temperature overnight. The mixture was neutralized with dilute hydrochloric acid, followed by concentration under reduced pressure. The residue was crystallized from water to give 4-methylpyroglutamic acid isomer A (900 mg) as crystals. Starting materials: [Br-], Cc1c(Br)nc(Cl)c(N)c1Br, C=CCBr, CCCC[N+](CCCC)(CCCC)CCCC, CN1CCCC1=O, [H-], [Na+]. Product: C=CCNc1c(Cl)nc(Br)c(C)c1Br. RXN SMILES: [Br-:18].[Br:1][c:2]1[c:3]([NH2:11])[c:4]([Cl:10])[n:5][c:6]([Br:9])[c:7]1[CH3:8].[CH2:14]([CH:15]=[CH2:16])[Br:17].[CH3:19][CH2:20][CH2:21][CH2:22][N+:23]([CH2:24][CH2:25][CH2:26][CH3:27])([CH2:28][CH2:29][CH2:30][CH3:31])[CH2:32][CH2:33][CH2:34][CH3:35].[CH3:36][N:37]1[CH2:38][CH2:39][CH2:40][C:41]1=[O:42].[H-:13].[Na+:12]>>[Br:1][c:2]1[c:3]([NH:11][CH2:16][CH:15]=[CH2:14])[c:4]([Cl:10])[n:5][c:6]([Br:9])[c:7]1[CH3:8]. Reactants: C([O-])([O-])=O.[K+].[K+] (potassium carbonate), BrCC(C(C)(C)C)=O (1-bromopinacolone), C(C)C=1C=C(C=CC1O)CCCC=1C=C(C(C(=O)OC)=CC1)C(=O)OC (dimethyl 4-[3-(3-ethyl-4-hydroxyphenyl)propyl}phthalate). Run in CC(CC)=O (2-butanone). The product is CC(C(COC1=C(C=C(C=C1)CCCC=1C=C(C(C(=O)OC)=CC1)C(=O)OC)CC)=O)(C)C (Dimethyl 4-[3-[4-(3,3-dimethyl-2-oxobutoxy)-3-ethylphenyl]propyl}phthalate). Reaction SMILES: [CH2:1]([C:3]1[CH:4]=[C:5]([CH2:10][CH2:11][CH2:12][C:13]2[CH:14]=[C:15]([C:23]([O:25][CH3:26])=[O:24])[C:16](=[CH:21][CH:22]=2)[C:17]([O:19][CH3:20])=[O:18])[CH:6]=[CH:7][C:8]=1[OH:9])[CH3:2].C(=O)([O-])[O-].[K+].[K+].Br[CH2:34][C:35](=[O:40])[C:36]([CH3:39])([CH3:38])[CH3:37]>CC(=O)CC>[CH3:37][C:36]([CH3:39])([CH3:38])[C:35](=[O:40])[CH2:34][O:9][C:8]1[CH:7]=[CH:6][C:5]([CH2:10][CH2:11][CH2:12][C:13]2[CH:14]=[C:15]([C:23]([O:25][CH3:26])=[O:24])[C:16](=[CH:21][CH:22]=2)[C:17]([O:19][CH3:20])=[O:18])=[CH:4][C:3]=1[CH2:1][CH3:2] |f:1.2.3|. Reported procedure: 800 mg (2.2 mmol) of dimethyl 4-[3-(3-ethyl-4-hydroxyphenyl)propyl}phthalate are dissolved in 40 ml of 2-butanone. 340 mg (2.5 mmol) of potassium carbonate and 330 μl (2.5 mmol) of 1-bromopinacolone are added. The reaction medium is heated under reflux for 8 hours, and is then filtered on celite. The residue obtained is purified by chromatography on a silica column (eluent ethyl acetate 20/heptane 80). A colorless oil is obtained (m=920 mg; y=90%).